From a dataset of the Open Reaction Database (ORD), a public repository of structured organic reaction records. describe an organic reaction: reactants, conditions, products, and yield The reactants are N1N=CC(=C1)C1=CC2=C(C=3N=C(SC3CCO2)C(=O)O)C=C1 (8-(1H-Pyrazol-4-yl)-4,5-dihydro-6-oxa-3-thia-1-aza-benzo[e]azulene-2-carboxylic acid), N1CCC(CC1)C(=O)N1CCCC1 (piperidin-4-yl(pyrrolidin-1-yl)methanone). Yields the product N1N=CC(=C1)C1=CC2=C(C=3N=C(SC3CCO2)C(=O)N2CCC(CC2)C(=O)N2CCCC2)C=C1 ([8-(1H-Pyrazol-4-yl)-4,5-dihydro-6-oxa-3-thia-1-aza-benzo[e]azulen-2-yl]-[4-(pyrrolidine-1-carbonyl)-piperidin-1-yl]-methanone). As a reaction SMILES: [NH:1]1[CH:5]=[C:4]([C:6]2[CH:22]=[CH:21][C:9]3[C:10]4[N:11]=[C:12]([C:18](O)=[O:19])[S:13][C:14]=4[CH2:15][CH2:16][O:17][C:8]=3[CH:7]=2)[CH:3]=[N:2]1.[NH:23]1[CH2:28][CH2:27][CH:26]([C:29]([N:31]2[CH2:35][CH2:34][CH2:33][CH2:32]2)=[O:30])[CH2:25][CH2:24]1>>[NH:1]1[CH:5]=[C:4]([C:6]2[CH:22]=[CH:21][C:9]3[C:10]4[N:11]=[C:12]([C:18]([N:23]5[CH2:24][CH2:25][CH:26]([C:29]([N:31]6[CH2:35][CH2:34][CH2:33][CH2:32]6)=[O:30])[CH2:27][CH2:28]5)=[O:19])[S:13][C:14]=4[CH2:15][CH2:16][O:17][C:8]=3[CH:7]=2)[CH:3]=[N:2]1. Procedure: Following the procedure for 103, 8-(1H-Pyrazol-4-yl)-4,5-dihydro-6-oxa-3-thia-1-aza-benzo[e]azulene-2-carboxylic acid (50.0 mg, 0.2 mmol) was reacted with piperidin-4-yl(pyrrolidin-1-yl)methanone (1.2 equiv) to give 206 (M+1 478.0) The reactants are C(C1=CC=CC=C1)N1C(=C(C2=CC=CC=C12)C(=O)OC)C (methyl 1-benzyl-2-methyl-1H-indole-3-carboxylate), [OH-].[Na+] (sodium hydroxide). The solvent is O1CCCC1 (tetrahydrofuran), CO (methanol), O (water). Reaction conditions: temperature 60 celsius, time 12 hour. Yields the product C(C1=CC=CC=C1)N1C(=C(C2=CC=CC=C12)C(=O)O)C (1-benzyl-2-methyl-1H-indole-3-carboxylic acid). Isolated yield 49.9%. As a reaction SMILES: [CH2:1]([N:8]1[C:16]2[C:11](=[CH:12][CH:13]=[CH:14][CH:15]=2)[C:10]([C:17]([O:19]C)=[O:18])=[C:9]1[CH3:21])[C:2]1[CH:7]=[CH:6][CH:5]=[CH:4][CH:3]=1.[OH-].[Na+]>O1CCCC1.CO.O>[CH2:1]([N:8]1[C:16]2[C:11](=[CH:12][CH:13]=[CH:14][CH:15]=2)[C:10]([C:17]([OH:19])=[O:18])=[C:9]1[CH3:21])[C:2]1[CH:3]=[CH:4][CH:5]=[CH:6][CH:7]=1 |f:1.2|. Procedure: To a solution of methyl 1-benzyl-2-methyl-1H-indole-3-carboxylate (446 mg, 1.6 mmol) in tetrahydrofuran (20 mL) and methanol (7 mL) was added sodium hydroxide (320 mg, 8 mmol) in water (7 mL), then stirred at 60° C. for 12 hours. The reaction mixture was concentrated in vacuo and acidified to PH=4 with 6 N hydrochloric acid, collected and dried to give 1-benzyl-2-methyl-1H-indole-3-carboxylic acid as a white solid (212 mg, 50%). LRMS (M+H+) m/z: calcd 265.11. found 265.